From a dataset of the Open Reaction Database (ORD), a public repository of structured organic reaction records. describe an organic reaction: reactants, conditions, products, and yield Starting materials: ClCCl, C=C(C)COC(=O)N(C)c1ccc(Cl)cc1, O=C(OO)c1cccc(Cl)c1, [Na+], [Na+], O=S([O-])([O-])=S. RXN SMILES: [CH2:35]([Cl:36])[Cl:37].[Cl:12][c:13]1[cH:14][cH:15][c:16]([N:19]([C:20]([O:21][CH2:22][C:23](=[CH2:24])[CH3:25])=[O:26])[CH3:27])[cH:17][cH:18]1.[Cl:1][c:2]1[cH:3][cH:4][cH:5][c:6]([C:7]([O:8][OH:10])=[O:9])[cH:11]1.[Na+:33].[Na+:34].[S:28]([O-:29])([O-:30])(=[O:31])=[S:32]>>[O:9]1[C:23]([CH2:22][O:21][C:20]([N:19]([c:16]2[cH:15][cH:14][c:13]([Cl:12])[cH:18][cH:17]2)[CH3:27])=[O:26])([CH3:25])[CH2:24]1. Product: CN(C(=O)OCC1(C)CO1)c1ccc(Cl)cc1. Reactants: C(C)(=O)N1[C@H](C(N(C2=C(C(C[C@@H]1C(=O)[O-])=O)C=CC=C2)CC2=C(C=CC=C2)F)=O)CC21CC3CC(CC(C2)C3)C1 ((3S,5R)-4-acetyl-3-(1-adamantyl)methyl-1-(2-fluorobenzyl)-2,7-dioxo-2,3,4,5,6,7-hexahydro-1H-1,4-benzodiazonine-5-carboxylate), C(C)(=O)N1[C@@H](C(N(C2=C(C(C[C@H]1C(=O)[O-])=O)C=CC=C2)CC2=CC=CC=C2)=O)CC21CC3CC(CC(C2)C3)C1 ((3R,5S)-4-acetyl-3-(1-adamantyl)methyl-1-benzyl-2,7-dioxo-2,3,4,5,6,7-hexahydro-1H-1,4-benzodiazonine-5-carboxylate). Yields the product C(C)(=O)N1[C@H](C(N(C2=C(C(C[C@@H]1C(=O)NCC(=O)O)=O)C=CC=C2)CC2=C(C=CC=C2)F)=O)CC21CC3CC(CC(C2)C3)C1 ((3S ,5R)-4-acetyl-3-(1-adamantyl)methyl-1-(2-fluorobenzyl)-5-carboxymethylaminocarbonyl-2,7-dioxo-2,3,4,5,6,7-hexahydro-1H-1,4-benzodiazonine). RXN SMILES: [C:1]([N:4]1[C@@H:12]([C:13]([O-:15])=O)[CH2:11][C:10](=[O:16])[C:9]2[CH:17]=[CH:18][CH:19]=[CH:20][C:8]=2[N:7]([CH2:21][C:22]2[CH:27]=[CH:26][CH:25]=[CH:24][C:23]=2[F:28])[C:6](=[O:29])[C@@H:5]1[CH2:30][C:31]12[CH2:40][CH:35]3[CH2:36][CH:37]([CH2:39][CH:33]([CH2:34]3)[CH2:32]1)[CH2:38]2)(=[O:3])[CH3:2].C([N:44]1[C@H:52]([C:53]([O-:55])=[O:54])CC(=O)C2C=CC=CC=2N(CC2C=CC=CC=2)C(=O)[C@H]1CC12CC3CC(CC(C3)C1)C2)(=O)C>>[C:1]([N:4]1[C@@H:12]([C:13]([NH:44][CH2:52][C:53]([OH:55])=[O:54])=[O:15])[CH2:11][C:10](=[O:16])[C:9]2[CH:17]=[CH:18][CH:19]=[CH:20][C:8]=2[N:7]([CH2:21][C:22]2[CH:27]=[CH:26][CH:25]=[CH:24][C:23]=2[F:28])[C:6](=[O:29])[C@@H:5]1[CH2:30][C:31]12[CH2:40][CH:35]3[CH2:36][CH:37]([CH2:39][CH:33]([CH2:34]3)[CH2:32]1)[CH2:38]2)(=[O:3])[CH3:2]. Reported procedure: The compound was prepared by an identical route to that used to prepare example 22 except that (3S,5R)-4-acetyl-3-(1-adamantyl)methyl-1-(2-fluorobenzyl)-2,7-dioxo-2,3,4,5,6,7-hexahydro-1H-1,4-benzodiazonine-5-carboxylate was used in step a in place of (3R,5S)-4-acetyl-3-(1-adamantyl)methyl-1-benzyl-2,7-dioxo-2,3,4,5,6,7-hexahydro-1H-1,4-benzodiazonine-5-carboxylate